This data is from the Open Reaction Database (ORD), a public repository of structured organic reaction records. The task is: describe an organic reaction: reactants, conditions, products, and yield The reactants are OCCO, COc1ccc(CN)cc1, NC(=O)c1cc(F)cnc1Cl. The product is COc1ccc(CNc2ncc(F)cc2C(N)=O)cc1. As a reaction SMILES: [CH2:22]([OH:23])[CH2:24][OH:25].[CH3:12][O:13][c:14]1[cH:15][cH:16][c:17]([CH2:18][NH2:19])[cH:20][cH:21]1.[Cl:1][c:2]1[c:3]([C:4](=[O:5])[NH2:6])[cH:7][c:8]([F:11])[cH:9][n:10]1>>[c:2]1([NH:19][CH2:18][c:17]2[cH:16][cH:15][c:14]([O:13][CH3:12])[cH:21][cH:20]2)[c:3]([C:4](=[O:5])[NH2:6])[cH:7][c:8]([F:11])[cH:9][n:10]1. Reactants: CC=1N(C2=C(C=NC=C2)N1)C1=NC=C(C=C1)C(=O)CC(=O)OCC (ethyl 2-(2-methylimidazo[4,5-c]pyrid-1-yl)pyrid-5-oylacetate), NC(=CC(=O)NC1=NC=CC=C1)C (3-amino-N-(2-pyridyl)but-2-enamide), ClC1=C(C=O)C=CC=C1 (2-chlorobenzaldehyde). The solvent is C(C)O (ethanol). Run at time 45 minute. Product: ClC1=C(C=CC=C1)C1C(=C(NC(=C1C(NC1=NC=CC=C1)=O)C)C=1C=CC(=NC1)N1C(=NC=2C=NC=CC21)C)C(=O)OCC (4-(2-Chlorophenyl)-1,4-dihydro-3-ethoxycarbonyl-6-methyl-2-[2-(2-methylimidazo[4,5-c]pyrid-1-yl)pyrid-5-yl]-5-[N-(2-pyridyl)carbamoyl]pyridine). Reaction SMILES: [CH3:1][C:2]1[N:3]([C:11]2[CH:16]=[CH:15][C:14]([C:17]([CH2:19][C:20]([O:22][CH2:23][CH3:24])=[O:21])=O)=[CH:13][N:12]=2)[C:4]2[CH:9]=[CH:8][N:7]=[CH:6][C:5]=2[N:10]=1.[NH2:25][C:26]([CH3:37])=[CH:27][C:28]([NH:30][C:31]1[CH:36]=[CH:35][CH:34]=[CH:33][N:32]=1)=[O:29].[Cl:38][C:39]1[CH:46]=[CH:45][CH:44]=[CH:43][C:40]=1[CH:41]=O>C(O)C>[Cl:38][C:39]1[CH:46]=[CH:45][CH:44]=[CH:43][C:40]=1[CH:41]1[C:27]([C:28](=[O:29])[NH:30][C:31]2[CH:36]=[CH:35][CH:34]=[CH:33][N:32]=2)=[C:26]([CH3:37])[NH:25][C:17]([C:14]2[CH:15]=[CH:16][C:11]([N:3]3[C:4]4[CH:9]=[CH:8][N:7]=[CH:6][C:5]=4[N:10]=[C:2]3[CH3:1])=[N:12][CH:13]=2)=[C:19]1[C:20]([O:22][CH2:23][CH3:24])=[O:21]. Procedure details: A solution of ethyl 2-(2-methylimidazo[4,5-c]pyrid-1-yl)pyrid-5-oylacetate (324 mg, 1.0 mmol), 3-amino-N-(2-pyridyl)but-2-enamide (178 mg, 1.0 mmol) and 2-chlorobenzaldehyde (140 mg, 1.0 mmol) in ethanol (4 ml) was heated under reflux for 5 hours under nitrogen. The solution was cooled and concentrated under reduced pressure. The residue was purified by flash chromatography (eluting with ethyl acetate:methanol, 6:1), followed by sonication of a suspension of the eluted product in ether/ethyl ace... The reactants are CN(C)CC1CCCCCC1=O, CCOCC, [Cl-], ClCc1ccc(Cl)cc1, [Mg], [NH4+], O. The product is CN(C)CC1CCCCCC1(O)Cc1ccc(Cl)cc1. As a reaction SMILES: [CH3:1][N:2]([CH3:3])[CH2:4][CH:5]1[C:6](=[O:12])[CH2:7][CH2:8][CH2:9][CH2:10][CH2:11]1.[CH3:25][CH2:26][O:27][CH2:28][CH3:29].[Cl-:23].[Cl:14][c:15]1[cH:16][cH:17][c:18]([CH2:19][Cl:20])[cH:21][cH:22]1.[Mg:13].[NH4+:24].[OH2:30]>>[CH3:1][N:2]([CH3:3])[CH2:4][CH:5]1[C:6]([OH:12])([CH2:19][c:18]2[cH:17][cH:16][c:15]([Cl:14])[cH:22][cH:21]2)[CH2:7][CH2:8][CH2:9][CH2:10][CH2:11]1.